From a dataset of the Open Reaction Database (ORD), a public repository of structured organic reaction records. describe an organic reaction: reactants, conditions, products, and yield Starting materials: C=1C=CC(=CC1)P(C=2C=CC=CC2)C3=CC=C4C=CC=CC4=C3C5=C6C=CC=CC6=CC=C5P(C=7C=CC=CC7)C=8C=CC=CC8 (BINAP), BrC1=C(C=CC(=C1)Cl)[N+](=O)[O-] (1-bromo-5-chloro-2-nitrobenzene), NC1=NC(=C2NC(N(C2=N1)C1CCOCC1)=O)C1=CC=NC=C1 (2-amino-6-(pyridin-4-yl)-9-(tetrahydro-2H-pyran-4-yl)-7H-purin-8(9H)-one), C([O-])([O-])=O.[Cs+].[Cs+] (cesium carbonate). Reagents/catalysts: CC(=O)[O-].CC(=O)[O-].[Pd+2] (Pd(OAc)2). Solvent: CS(=O)C (DMSO), C1(=CC=CC=C1)C (toluene). Conditions: temperature 170 celsius, time 20 minute. Product: ClC=1C=CC(=C(C1)NC1=NC(=C2NC(N(C2=N1)C1CCOCC1)=O)C1=CC=NC=C1)[N+](=O)[O-] (2-(5-chloro-2-nitrophenylamino)-6-(pyridin-4-yl)-9-(tetrahydro-2H-pyran-4-yl)-7H-purin-8(9H)-one). Isolated yield 10.7%. As a reaction SMILES: [NH2:1][C:2]1[N:10]=[C:9]2[C:5]([NH:6][C:7](=[O:17])[N:8]2[CH:11]2[CH2:16][CH2:15][O:14][CH2:13][CH2:12]2)=[C:4]([C:18]2[CH:23]=[CH:22][N:21]=[CH:20][CH:19]=2)[N:3]=1.C(=O)([O-])[O-].[Cs+].[Cs+].C1C=CC(P(C2C(C3C(P(C4C=CC=CC=4)C4C=CC=CC=4)=CC=C4C=3C=CC=C4)=C3C(C=CC=C3)=CC=2)C2C=CC=CC=2)=CC=1.Br[C:77]1[CH:82]=[C:81]([Cl:83])[CH:80]=[CH:79][C:78]=1[N+:84]([O-:86])=[O:85]>C1(C)C=CC=CC=1.CC([O-])=O.CC([O-])=O.[Pd+2].CS(C)=O>[Cl:83][C:81]1[CH:80]=[CH:79][C:78]([N+:84]([O-:86])=[O:85])=[C:77]([NH:1][C:2]2[N:10]=[C:9]3[C:5]([NH:6][C:7](=[O:17])[N:8]3[CH:11]3[CH2:12][CH2:13][O:14][CH2:15][CH2:16]3)=[C:4]([C:18]3[CH:23]=[CH:22][N:21]=[CH:20][CH:19]=3)[N:3]=2)[CH:82]=1 |f:1.2.3,7.8.9|. Procedure: To an oven-dried vial was added 2-amino-6-(pyridin-4-yl)-9-(tetrahydro-2H-pyran-4-yl)-7H-purin-8(9H)-one (68 mg, 0.22 mmol, 1 equiv.) in anhydrous toluene (1 mL), then freshly grounded cesium carbonate (99.4 mg, 0.31 mmol, 1.4 equiv.) with stirring at room temperature under Ar. After 20 min, Pd(OAc)2 (15 mg, 0.02 mmol, 0.1 equiv.), racemic BINAP (20.5 mg, 0.03 mmol, 0.15 equiv.) and 1-bromo-5-chloro-2-nitrobenzene (WO 02/053545 A1) (67.6 mg, 0.29 mmol, 1.3 equiv.) were added as solids, followed ... Starting materials: O(C1=CC=CC=C1)C=1C=C(C=CC1)CC(CI)C (3-(m-Phenoxyphenyl)-2-methylpropyl iodide), COCC=1C=NC=CC1 (3-methoxymethylpyridine), resultant mixture. The product is O(C1=CC=CC=C1)C=1C=C(C=CC1)CC(CN1CC(CCC1)COC)C (N-[3-(m-phenoxyphenyl)-2-methylpropyl]-3-methoxymethylpiperidine). Isolated yield 19.9%. As a reaction SMILES: [O:1]([C:8]1[CH:9]=[C:10]([CH2:14][CH:15]([CH3:18])[CH2:16]I)[CH:11]=[CH:12][CH:13]=1)[C:2]1[CH:7]=[CH:6][CH:5]=[CH:4][CH:3]=1.[CH3:19][O:20][CH2:21][C:22]1[CH:23]=[N:24][CH:25]=[CH:26][CH:27]=1>>[O:1]([C:8]1[CH:9]=[C:10]([CH2:14][CH:15]([CH3:18])[CH2:16][N:24]2[CH2:25][CH2:26][CH2:27][CH:22]([CH2:21][O:20][CH3:19])[CH2:23]2)[CH:11]=[CH:12][CH:13]=1)[C:2]1[CH:7]=[CH:6][CH:5]=[CH:4][CH:3]=1. Reported procedure: 3-(m-Phenoxyphenyl)-2-methylpropyl iodide (1.0 g) was added to 3-methoxymethylpyridine (1.75 g) at room temperature, and the resultant mixture was stirred at 120° C. for 4 hours, cooled to room temperature and washed with diethyl ether three times. The resultant mixture was admixed with methanol (20 ml) and then with acetic acid (2 ml). To the resulting mixture, 5% palladium-carbon (0.5 g) was added at room temperature under nitrogen stream, and then hydrogenation was carried out under nitrogen ... Starting materials: O=C1c2ccccc2C(=O)N1CCON=C1c2ccccc2-n2cccc21, O=C([O-])C(=O)[O-]. The product is NCCON=C1c2ccccc2-n2cccc21. As a reaction SMILES: [C:1]1(=[O:2])[N:5]([CH2:6][CH2:7][O:8][N:9]=[C:10]2[c:11]3[n:12]([cH:19][cH:20][cH:21]3)-[c:13]3[cH:14][cH:15][cH:16][cH:17][c:18]32)[C:3](=[O:4])[c:22]2[cH:23][cH:24][cH:25][cH:26][c:27]21.[C:28]([O-:29])(=[O:30])[C:31]([O-:32])=[O:33]>>[NH2:5][CH2:6][CH2:7][O:8][N:9]=[C:10]1[c:11]2[n:12]([cH:19][cH:20][cH:21]2)-[c:13]2[cH:14][cH:15][cH:16][cH:17][c:18]21. The reactants are C1CCOC1, CC(C)O, CC(C)(C)OC(=O)N1CCC(Nc2nc3c(C#CC4CC4)c[nH]c(=O)c3c3cc(F)ccc23)C(F)C1, ClC(Cl)Cl, Cl, [Na+], O=C([O-])O. Product: O=c1[nH]cc(C#CC2CC2)c2nc(NC3CCNCC3F)c3ccc(F)cc3c12. As a reaction SMILES: [CH2:47]1[O:48][CH2:49][CH2:50][CH2:51]1.[CH3:52][CH:53]([OH:54])[CH3:55].[CH:1]1([C:4]#[C:5][c:6]2[cH:7][nH:8][c:9](=[O:36])[c:10]3[c:11]4[c:12]([c:13]([NH:16][CH:17]5[CH:18]([F:30])[CH2:19][N:20]([C:23]([O:24][C:25]([CH3:26])([CH3:27])[CH3:28])=[O:29])[CH2:21][CH2:22]5)[n:14][c:15]23)[cH:31][cH:32][c:33]([F:35])[cH:34]4)[CH2:2][CH2:3]1.[Cl:38][CH:39]([Cl:40])[Cl:41].[ClH:37].[Na+:46].[O-:42][C:43]([OH:44])=[O:45]>>[CH:1]1([C:4]#[C:5][c:6]2[cH:7][nH:8][c:9](=[O:36])[c:10]3[c:11]4[c:12]([c:13]([NH:16][CH:17]5[CH:18]([F:30])[CH2:19][NH:20][CH2:21][CH2:22]5)[n:14][c:15]23)[cH:31][cH:32][c:33]([F:35])[cH:34]4)[CH2:2][CH2:3]1. The product is O=C(O)c1ccc2c(C3CCCCC3)c3n(c2c1)CCOc1c(-c2cccnc2)cccc1-3, Cl. RXN SMILES: [CH3:43][OH:44].[CH:1]1([c:7]2[c:8]3[c:9]([n:10]4[c:16]2-[c:15]2[c:14]([c:20](-[c:21]5[cH:22][n:23][cH:24][cH:25][cH:26]5)[cH:19][cH:18][cH:17]2)[O:13][CH2:12][CH2:11]4)[cH:27][c:28]([C:31](=[O:32])[O:33][CH3:34])[cH:29][cH:30]3)[CH2:2][CH2:3][CH2:4][CH2:5][CH2:6]1.[ClH:37].[Na+:36].[O:38]1[CH2:39][CH2:40][CH2:41][CH2:42]1.[OH-:35]>>[CH:1]1([c:7]2[c:8]3[c:9]([n:10]4[c:16]2-[c:15]2[c:14]([c:20](-[c:21]5[cH:22][n:23][cH:24][cH:25][cH:26]5)[cH:19][cH:18][cH:17]2)[O:13][CH2:12][CH2:11]4)[cH:27][c:28]([C:31](=[O:32])[OH:33])[cH:29][cH:30]3)[CH2:2][CH2:3][CH2:4][CH2:5][CH2:6]1.[ClH:37]. Reactants: CO, COC(=O)c1ccc2c(C3CCCCC3)c3n(c2c1)CCOc1c(-c2cccnc2)cccc1-3, Cl, [Na+], C1CCOC1, [OH-]. Reactants: CC(C)C[Al+]CC(C)C, Cc1ccccc1, [H-], C1CCOC1, O, CCOC(=O)c1c[nH]c(-c2ccccc2)c1. Yields the product OCc1c[nH]c(-c2ccccc2)c1. RXN SMILES: [CH2:18]([Al+:19][CH2:20][CH:21]([CH3:22])[CH3:23])[CH:24]([CH3:25])[CH3:26].[CH3:33][c:34]1[cH:35][cH:36][cH:37][cH:38][cH:39]1.[H-:17].[O:28]1[CH2:29][CH2:30][CH2:31][CH2:32]1.[OH2:27].[c:1]1(-[c:7]2[cH:8][c:9]([C:12](=[O:13])[O:14][CH2:15][CH3:16])[cH:10][nH:11]2)[cH:2][cH:3][cH:4][cH:5][cH:6]1>>[c:1]1(-[c:7]2[cH:8][c:9]([CH2:12][OH:13])[cH:10][nH:11]2)[cH:2][cH:3][cH:4][cH:5][cH:6]1. Product: COc1ccccc1N1CCN(CCCCN2CSCC2=O)CC1. As a reaction SMILES: [Br:1][CH2:2][CH2:3][CH2:4][CH2:5][N:6]1[CH2:7][S:8][CH2:9][C:10]1=[O:11].[CH3:12][O:13][c:14]1[c:15]([N:20]2[CH2:21][CH2:22][NH:23][CH2:24][CH2:25]2)[cH:16][cH:17][cH:18][cH:19]1.[CH3:34][C:35]#[N:36].[I-:32].[K+:26].[K+:27].[Na+:33].[O-:28][C:29]([O-:30])=[O:31]>>[CH2:2]([CH2:3][CH2:4][CH2:5][N:6]1[CH2:7][S:8][CH2:9][C:10]1=[O:11])[N:23]1[CH2:22][CH2:21][N:20]([c:15]2[c:14]([O:13][CH3:12])[cH:19][cH:18][cH:17][cH:16]2)[CH2:25][CH2:24]1. Reactants: O=C1CSCN1CCCCBr, COc1ccccc1N1CCNCC1, CC#N, [I-], [K+], [K+], [Na+], O=C([O-])[O-]. The reactants are Br, CCOC(=O)c1c(Br)[nH]c2c1CCc1cnccc1-2, Cc1ccccc1, CCO, [Cl-], [Li+], Cl[Pd]Cl, Cc1ccccc1B(O)O, c1ccc(P(c2ccccc2)c2ccccc2)cc1, c1ccc(P(c2ccccc2)c2ccccc2)cc1. Yields the product CCOC(=O)c1c(-c2ccccc2C)[nH]c2c1CCc1cnccc1-2. RXN SMILES: [BrH:1].[CH2:2]([CH3:3])[O:4][C:5](=[O:6])[c:7]1[c:8]([Br:20])[nH:9][c:10]2[c:19]1[CH2:18][CH2:17][c:16]1[c:11]-2[cH:12][cH:13][n:14][cH:15]1.[CH3:33][c:34]1[cH:35][cH:36][cH:37][cH:38][cH:39]1.[CH3:40][CH2:41][OH:42].[Cl-:31].[Li+:32].[Pd:43]([Cl:44])[Cl:45].[c:21]1([CH3:30])[c:22]([B:27]([OH:28])[OH:29])[cH:23][cH:24][cH:25][cH:26]1.[c:46]1([P:47]([c:48]2[cH:49][cH:50][cH:51][cH:52][cH:53]2)[c:54]2[cH:55][cH:56][cH:57][cH:58][cH:59]2)[cH:60][cH:61][cH:62][cH:63][cH:64]1.[c:65]1([P:66]([c:67]2[cH:68][cH:69][cH:70][cH:71][cH:72]2)[c:73]2[cH:74][cH:75][cH:76][cH:77][cH:78]2)[cH:79][cH:80][cH:81][cH:82][cH:83]1>>[CH2:2]([CH3:3])[O:4][C:5](=[O:6])[c:7]1[c:8](-[c:22]2[c:21]([CH3:30])[cH:26][cH:25][cH:24][cH:23]2)[nH:9][c:10]2[c:19]1[CH2:18][CH2:17][c:16]1[c:11]-2[cH:12][cH:13][n:14][cH:15]1. Starting materials: CNC1=CC=CC=C1 (N-methylaniline), ClCCCCCCO (6-chlorohexanol), C([O-])([O-])=O.[K+].[K+] (potassium carbonate), [I-].[K+] (potassium iodide). Solvent: C(CCC)O (n-butanol). Conditions: time 4 day. Product: OCCCCCCN(C1=CC=CC=C1)C (N-(6-hydroxyhexyl)-N-methylaniline). Reaction SMILES: [CH3:1][NH:2][C:3]1[CH:8]=[CH:7][CH:6]=[CH:5][CH:4]=1.Cl[CH2:10][CH2:11][CH2:12][CH2:13][CH2:14][CH2:15][OH:16].C(=O)([O-])[O-].[K+].[K+].[I-].[K+]>C(O)CCC>[OH:16][CH2:15][CH2:14][CH2:13][CH2:12][CH2:11][CH2:10][N:2]([CH3:1])[C:3]1[CH:8]=[CH:7][CH:6]=[CH:5][CH:4]=1 |f:2.3.4,5.6|. Procedure details: A mixture of 153 g (1.43 mol) freshly distilled N-methylaniline, 200 g (1.46) 6-chlorohexanol, 200 g (1.45 mol) potassium carbonate, 6 g potassium iodide, and 750 mL n-butanol was heated at reflux under nitrogen with vigorous mechanical stirring for 4 days. The solution was cooled, filtered, and the solvent was removed at reduced pressure. The residue was distilled in vacuo to produce a colorless oil.